From a dataset of the Open Reaction Database (ORD), a public repository of structured organic reaction records. describe an organic reaction: reactants, conditions, products, and yield Starting materials: CC(CC(C)=O)=O (2,4-pentanedione), ClCCCCC1=CC=CC=C1 (1-chloro-4-phenylbutane). The product is C1(=CC=CC=C1)CCCCCC(CC(CCCCCC1=CC=CC=C1)=O)=O (1,13-diphenyl-6,8-tridecanedione). As a reaction SMILES: [CH3:1][C:2](=[O:7])[CH2:3][C:4](=[O:6])[CH3:5].Cl[CH2:9][CH2:10][CH2:11][CH2:12][C:13]1[CH:18]=[CH:17][CH:16]=[CH:15][CH:14]=1>>[C:13]1([CH2:12][CH2:11][CH2:10][CH2:9][CH2:1][C:2](=[O:7])[CH2:3][C:4](=[O:6])[CH2:5][CH2:9][CH2:10][CH2:11][CH2:12][C:13]2[CH:18]=[CH:17][CH:16]=[CH:15][CH:14]=2)[CH:18]=[CH:17][CH:16]=[CH:15][CH:14]=1. Reported procedure: Using 2,4-pentanedione (26.7 g, 0.267 mol) and 1-chloro-4-phenylbutane (110 g, 0.65 mol) obtained in Example 13, (2), the reaction was carried out in the same manner as described in Example 17, (1), and the residue was chromatographed on silica gel (Wako Gel C-200) with benzene/n-hexane (from 4:1 to 10:1) as eluent to afford the title compound as a pale yellow oil which was an ca 1:4 mixture of Keto/Enol as seen by the methylene singlet at δ3.52 ppm and the methine singlet at δ5.44 ppm in the 1H... The reactants are ClC=1C=C(OC2=NC=CC=C2OCCCC2=C(C=NC=C2)C(=O)OCC)C=CC1 (2-(3-Chlorophenoxy)-3-[3-(3-ethoxycarbonylpyridin-4-yl)propoxy]pyridine), [OH-].[Na+] (sodium hydroxide). Run in CO (methanol). Yields the product ClC=1C=C(OC2=NC=CC=C2OCCCC2=C(C=NC=C2)C(=O)O)C=CC1 (2-(3-chlorophenoxy)-3-[3-(3-carboxypyridin-4-yl)propoxy]pyridine). Isolated yield 97.4%. Reaction SMILES: [Cl:1][C:2]1[CH:3]=[C:4]([CH:27]=[CH:28][CH:29]=1)[O:5][C:6]1[C:11]([O:12][CH2:13][CH2:14][CH2:15][C:16]2[CH:21]=[CH:20][N:19]=[CH:18][C:17]=2[C:22]([O:24]CC)=[O:23])=[CH:10][CH:9]=[CH:8][N:7]=1.[OH-].[Na+]>CO>[Cl:1][C:2]1[CH:3]=[C:4]([CH:27]=[CH:28][CH:29]=1)[O:5][C:6]1[C:11]([O:12][CH2:13][CH2:14][CH2:15][C:16]2[CH:21]=[CH:20][N:19]=[CH:18][C:17]=2[C:22]([OH:24])=[O:23])=[CH:10][CH:9]=[CH:8][N:7]=1 |f:1.2|. Procedure: 2-(3-Chlorophenoxy)-3-[3-(3-ethoxycarbonylpyridin-4-yl)propoxy]pyridine (1.0 g, 2.4 mmol) obtained in Example 23 is dissolved in methanol (50 ml), and thereto is added a 1M aqueous sodium hydroxide solution (3.0 ml), and the mixture is heated under reflux for 2 hours. The methanol is evaporated under reduced pressure, and the pH value of the residue is adjusted to pH 4 with a 1M aqueous hydrochloric acid solution, and the mixture is extracted with chloroform/tetrahydrofuran (1:1) (50 ml×2), drie...